This data is from the Open Reaction Database (ORD), a public repository of structured organic reaction records. The task is: describe an organic reaction: reactants, conditions, products, and yield The reactants are ClC=1C=CC2=C(C(CCCN2C(C2=CN=C(C=C2)NC(C2=C(C=CC=C2)C)=O)=O)OCCOS(=O)(=O)C)C1 (7-chloro-5-(2-methanesulfonyloxyethoxy)-1-[6-(2-methylbenzoylamino)nicotinoyl]-2,3,4,5-tetrahydro-1H-benzazepine), C1(C=2C(C(N1)=O)=CC=CC2)=O.[K] (potassium phthalimide), ice water. Solvent: CN(C=O)C (dimethylformamide). Conditions: temperature 110 celsius, time 1 hour. The product is ClC=1C=CC2=C(C(CCCN2C(C2=CN=C(C=C2)NC(C2=C(C=CC=C2)C)=O)=O)OCCN2C(C=3C(C2=O)=CC=CC3)=O)C1 (7-chloro-5-(2-phthalimidoethoxy)-1-[6-(2-methylbenzoylamino)nicotinoyl]-2,3,4,5-tetrahydro-1H-benzazepine). Isolated yield 66.6%. As a reaction SMILES: [Cl:1][C:2]1[CH:3]=[CH:4][C:5]2[N:11]([C:12](=[O:29])[C:13]3[CH:18]=[CH:17][C:16]([NH:19][C:20](=[O:28])[C:21]4[CH:26]=[CH:25][CH:24]=[CH:23][C:22]=4[CH3:27])=[N:15][CH:14]=3)[CH2:10][CH2:9][CH2:8][CH:7]([O:30][CH2:31][CH2:32]OS(C)(=O)=O)[C:6]=2[CH:38]=1.[C:39]1(=[O:49])[NH:43][C:42](=[O:44])[C:41]2=[CH:45][CH:46]=[CH:47][CH:48]=[C:40]12.[K]>CN(C)C=O>[Cl:1][C:2]1[CH:3]=[CH:4][C:5]2[N:11]([C:12](=[O:29])[C:13]3[CH:18]=[CH:17][C:16]([NH:19][C:20](=[O:28])[C:21]4[CH:26]=[CH:25][CH:24]=[CH:23][C:22]=4[CH3:27])=[N:15][CH:14]=3)[CH2:10][CH2:9][CH2:8][CH:7]([O:30][CH2:31][CH2:32][N:43]3[C:39](=[O:49])[C:40]4=[CH:48][CH:47]=[CH:46][CH:45]=[C:41]4[C:42]3=[O:44])[C:6]=2[CH:38]=1 |f:1.2,^1:49|. Procedure details: To a solution of 7-chloro-5-(2-methanesulfonyloxyethoxy)-1-[6-(2-methylbenzoylamino)nicotinoyl]-2,3,4,5-tetrahydro-1H-benzazepine (0.55 g) in dimethylformamide (10 ml) is added potassium phthalimide (0.2 g), and the mixture is stirred at 110° C. for one hour. The reaction solution is poured into ice-water, and the mixture is extracted with dichloromethane. The extract is washed with water, dried over magnesium sulfate, and evaporated under reduced pressure to remove the solvent. The residue is p... Product: C(C#C)OC1=CC=C(CN2CCOCC2)C=C1 (4-[4-(prop-2-ynyloxy)benzyl]morpholine). Procedure: To a solution of 4-hydroxybenzaldehyde (500 mg, 4.09 mmol) and morpholine (356 mg, 4.09 mmol) in methanol (10 mL) was added macroporous triethylammonium methylpolystyrene borohydride (2.0 g, 6.0 mmol) and the mixture was stirred at ambient temperature for about 2 days. The mixture was filtered and concentrated under vacuum. The residue was dissolved in tetrahydrofuran (20 mL) and to this solution was added propargyl alcohol (229 mg, 4.09 mmol), diphenylphosphino-polystyrene (5.1 g, 8.18 mmol) an... Run in CO (methanol). Reaction SMILES: [OH:1][C:2]1[CH:9]=[CH:8][C:5]([CH:6]=O)=[CH:4][CH:3]=1.[NH:10]1[CH2:15][CH2:14][O:13][CH2:12][CH2:11]1.C([NH+](CC)CC)C.[CH2:23](O)[C:24]#[CH:25].C1C=CC(P(C2C=CC=CC=2)C2C=CC=CC=2)=CC=1.N(C(OCC)=O)=NC(OCC)=O.N>CO>[CH2:25]([O:1][C:2]1[CH:9]=[CH:8][C:5]([CH2:6][N:10]2[CH2:15][CH2:14][O:13][CH2:12][CH2:11]2)=[CH:4][CH:3]=1)[C:24]#[CH:23]. Run at time 2 day. The reactants are C(C#C)O (propargyl alcohol), C1=CC=C(C=C1)P(C2=CC=CC=C2)C3=CC=CC=C3 (diphenylphosphino-polystyrene), N(=NC(=O)OCC)C(=O)OCC (diethyl azodicarboxylate), OC1=CC=C(C=O)C=C1 (4-hydroxybenzaldehyde), N1CCOCC1 (morpholine), C(C)[NH+](CC)CC (triethylammonium), N (NH3). The reactants are CC=1C=CC=C2C(N(C(NC12)=O)CC1=CC(=CC=C1)C(=O)O)=O (8-methyl-3-(3-carboxybenzyl)quinazoline-2,4(1H,3H)-dione), N1(CCNCC1)C1=NC=CC=N1 (2-(piperazin-1-yl)pyrimidine), CC=1C=CC=C2C(NC(NC12)=O)=O (8-methylquinazoline-2,4(1H,3H)-dione), BrCC=1C=C(C(=O)OC)C=CC1 (methyl 3-(bromomethyl)benzoate), compound. Yields the product CC=1C=CC=C2C(N(C(NC12)=O)CC1=CC(=CC=C1)C(=O)N1CCN(CC1)C1=NC=CC=N1)=O (8-Methyl-3-(3-(4-(pyrimidin-2-yl)piperazine-1-carbonyl)benzyl)quinazoline-2,4(1H,3H)-dione). As a reaction SMILES: [CH3:1][C:2]1[CH:3]=[CH:4][CH:5]=[C:6]2[C:11]=1[NH:10][C:9](=[O:12])[N:8]([CH2:13][C:14]1[CH:19]=[CH:18][CH:17]=[C:16]([C:20](O)=[O:21])[CH:15]=1)[C:7]2=[O:23].CC1C=CC=C2C=1NC(=O)NC2=O.BrCC1C=C(C=CC=1)C(OC)=O.[N:49]1([C:55]2[N:60]=[CH:59][CH:58]=[CH:57][N:56]=2)[CH2:54][CH2:53][NH:52][CH2:51][CH2:50]1>>[CH3:1][C:2]1[CH:3]=[CH:4][CH:5]=[C:6]2[C:11]=1[NH:10][C:9](=[O:12])[N:8]([CH2:13][C:14]1[CH:19]=[CH:18][CH:17]=[C:16]([C:20]([N:52]3[CH2:53][CH2:54][N:49]([C:55]4[N:56]=[CH:57][CH:58]=[CH:59][N:60]=4)[CH2:50][CH2:51]3)=[O:21])[CH:15]=1)[C:7]2=[O:23]. Procedure: The compound was prepared from 8-methyl-3-(3-carboxybenzyl)quinazoline-2,4(1H,3H)-dione (prepared from 8-methylquinazoline-2,4(1H,3H)-dione and methyl 3-(bromomethyl)benzoate using a procedure similar to those used for Examples 222 and 223), and 2-(piperazin-1-yl)pyrimidine using a procedure similar to those described for the synthesis of compound of Example 3. 1H NMR (DMSO-d6): 10.81 (s, 1H), 8.36 (d, J=4.5 Hz, 2H), 7.83 (d, J=7.5 Hz, 1H), 7.52 (d, J=7.2 Hz, 1H), 7.45-7.30 (m, 4H), 7.13 (t, J=7... Reactants: C(C)(C)(C)O (terbutanol), C(#N)C1=C(C=C(C=C1)N1C(N(C(C1=O)(C)C)CCCC(=O)O)=O)C(F)(F)F (3-(4-cyano 3-trifluoromethyl-phenyl) 5,5-dimethyl 2,4-dioxo 1-imidazolidine butanoic acid). The reagents and catalysts are CN(C1=CC=NC=C1)C (4-dimethylamino-pyridine). Solvent: C(Cl)Cl.CC(=O)C (methylene chloride acetone). The product is C1(CCCCC1)N=C=NC1CCCCC1 (dicyclohexylcarbodiimide), expected product. As a reaction SMILES: C([C:3]1[CH:8]=[CH:7][C:6]([N:9]2C(=O)C(C)(C)[N:11]([CH2:17][CH2:18][CH2:19][C:20](O)=O)[C:10]2=O)=[CH:5][C:4]=1C(F)(F)F)#N.[C:28](O)(C)(C)[CH3:29]>CN(C)C1C=CN=CC=1.C(Cl)Cl.CC(C)=O>[CH:17]1([N:11]=[C:10]=[N:9][CH:6]2[CH2:5][CH2:4][CH2:3][CH2:8][CH2:7]2)[CH2:18][CH2:19][CH2:20][CH2:29][CH2:28]1 |f:3.4|. Reported procedure: By carrying out the esterification of the product of Example 62, with terbutanol in the presence of dicyclohexylcarbodiimide and 4-dimethylamino-pyridine as in Example 60, the expected product melting at 96°-97° C. with a Rf=0.32 (eluant: methylene chloride-acetone (98-2)) was obtained. Reactants: [Li]CCCC, c1ccc(COCn2cnc3ccccc32)cc1, CON(C)C(=O)c1sccc1Br, C1CCOC1. Yields the product O=C(c1sccc1Br)c1nc2ccccc2n1COCc1ccccc1. Reaction SMILES: [CH2:19]([Li:20])[CH2:21][CH2:22][CH3:23].[CH2:1]([c:2]1[cH:3][cH:4][cH:5][cH:6][cH:7]1)[O:8][CH2:9][n:10]1[cH:11][n:12][c:13]2[c:14]1[cH:15][cH:16][cH:17][cH:18]2.[CH3:24][O:25][N:26]([C:27](=[O:28])[c:29]1[s:30][cH:31][cH:32][c:33]1[Br:34])[CH3:35].[O:36]1[CH2:37][CH2:38][CH2:39][CH2:40]1>>[CH2:1]([c:2]1[cH:3][cH:4][cH:5][cH:6][cH:7]1)[O:8][CH2:9][n:10]1[c:11]([C:27](=[O:28])[c:29]2[s:30][cH:31][cH:32][c:33]2[Br:34])[n:12][c:13]2[c:14]1[cH:15][cH:16][cH:17][cH:18]2. Reactants: [Li]CCCC (n-BuLi), Cl (HCl), C1(=CC=CC=C1)C1=C(C=CC(=C1)Br)OC (2-phenyl-4-bromoanisole), C(C)(C)OB(OC(C)C)OC(C)C (triisopropylborate). The solvent is C1CCOC1 (THF), CCOCC (ether). Run at temperature -75 celsius, time 30 minute. The product is C1(=CC=CC=C1)C=1C=C(C=CC1OC)B(O)O (3-phenyl-4-methoxyphenyl boronic acid). Isolated yield 76.7%. As a reaction SMILES: [C:1]1([C:7]2[CH:12]=[C:11](Br)[CH:10]=[CH:9][C:8]=2[O:14][CH3:15])[CH:6]=[CH:5][CH:4]=[CH:3][CH:2]=1.[Li]CCCC.C([O:24][B:25](OC(C)C)[O:26]C(C)C)(C)C.Cl>C1COCC1.CCOCC>[C:1]1([C:7]2[CH:12]=[C:11]([B:25]([OH:26])[OH:24])[CH:10]=[CH:9][C:8]=2[O:14][CH3:15])[CH:6]=[CH:5][CH:4]=[CH:3][CH:2]=1. Reported procedure: To a mixture of 2-phenyl-4-bromoanisole (26.00 g, 0.0988 mol) in THF (240 mL) cooled to −75° C. under an atmosphere of argon was added n-BuLi (68 mL, 1.6 M, 0.109 mol) dropwise maintaining a temperature below −70° C. The resulting suspension was stirred for 30 minutes and triisopropylborate (34.2 mL, 27.87 g, 0.148 mol) was added dropwise. The mixture was warmed to 0° C. over 1 hour and 1.0 N HCl (190 mL) was slowly added and allowed to warm to RT overnight. The mixture was diluted with ether an... Solvent: C(C)O (ethanol). As a reaction SMILES: [CH3:1][CH:2]([CH3:26])[CH2:3][C:4]([C:6]1[C:7]([C:22](OC)=[O:23])=[CH:8][N:9]([CH2:11][C:12]2[C:21]3[C:16](=[CH:17][CH:18]=[CH:19][CH:20]=3)[CH:15]=[CH:14][CH:13]=2)[CH:10]=1)=O.O.[NH2:28][NH2:29].O>C(O)C>[CH3:1][CH:2]([CH3:26])[CH2:3][C:4]1[C:6]2[C:7](=[CH:8][N:9]([CH2:11][C:12]3[C:21]4[C:16](=[CH:17][CH:18]=[CH:19][CH:20]=4)[CH:15]=[CH:14][CH:13]=3)[CH:10]=2)[C:22](=[O:23])[NH:28][N:29]=1 |f:1.2|. Yields the product CC(CC=1C=2C(C(NN1)=O)=CN(C2)CC2=CC=CC1=CC=CC=C21)C (2,6-Dihydro-4-(2-methylpropyl)-6-(1-naphthalenylmethyl)-1H-pyrrolo[3,4-d]pyridazin-1-one). Starting materials: CC(CC(=O)C=1C(=CN(C1)CC1=CC=CC2=CC=CC=C12)C(=O)OC)C (Methyl 4-(3-methyl-1-oxobutyl)-1-(1-naphthalenylmethyl)-1H-pyrrole-3-carboxylate), O.NN (hydrazine hydrate), O (water). Reported procedure: Methyl 4-(3-methyl-1-oxobutyl)-1-(1-naphthalenylmethyl)-1H-pyrrole-3-carboxylate (0.35 g) prepared as described in Example 1c) above and hydrazine hydrate (0.2 ml) were stirred in ethanol (10 ml) for 2 days. The reaction mixture was poured into water to give a solid which was collected and recrystallised from ethyl acetate-cyclohexane to afford the sub-title pyrrole (0.22 g). Starting materials: CNS(=O)(=O)C1=CN=C(S1)NC(=O)N([C@@H]1CC[C@H](CC1)C)C1CCCCC1 (2-[3-cyclohexyl-3-(trans-4-methyl-cyclohexyl)-ureido]-thiazole-5-sulfonic acid methylamide), C(C)(=O)NC=1SC(=C(N1)C)S(=O)(=O)Cl (2-acetylamino-4-methyl-thiazole-5-sulfonyl chloride), S(=O)(=O)(Cl)Cl (sulfonyl chloride). The product is CNS(=O)(=O)C1=C(N=C(S1)NC(=O)N([C@@H]1CC[C@H](CC1)C)C1CCCCC1)C (2-[3-Cyclohexyl-3-(trans-4-methyl-cyclohexyl)-ureido]-4-methyl-thiazole-5-sulfonic acid methylamide). RXN SMILES: [CH3:1][NH:2][S:3]([C:6]1[S:10][C:9]([NH:11][C:12]([N:14]([CH:22]2[CH2:27][CH2:26][CH2:25][CH2:24][CH2:23]2)[C@H:15]2[CH2:20][CH2:19][C@H:18]([CH3:21])[CH2:17][CH2:16]2)=[O:13])=[N:8][CH:7]=1)(=[O:5])=[O:4].[C:28](NC1SC(S(Cl)(=O)=O)=C(C)N=1)(=O)C.S(Cl)(Cl)(=O)=O>>[CH3:1][NH:2][S:3]([C:6]1[S:10][C:9]([NH:11][C:12]([N:14]([CH:22]2[CH2:27][CH2:26][CH2:25][CH2:24][CH2:23]2)[C@H:15]2[CH2:20][CH2:19][C@H:18]([CH3:21])[CH2:17][CH2:16]2)=[O:13])=[N:8][C:7]=1[CH3:28])(=[O:4])=[O:5]. Procedure details: The title compound was prepared in a similar manner to 2-[3-cyclohexyl-3-(trans-4-methyl-cyclohexyl)-ureido]-thiazole-5-sulfonic acid methylamide using 2-acetylamino-4-methyl-thiazole-5-sulfonyl chloride as the sulfonyl chloride.